This data is from the Open Reaction Database (ORD), a public repository of structured organic reaction records. The task is: describe an organic reaction: reactants, conditions, products, and yield The reactants are ClC=1C=CC=C(C1C(=O)O)N (6-chloroanthranilic acid), S(=O)(Cl)Cl (thionyl chloride), ClC=1C(=C(C(=O)F)C=CC1)OC(F)F (3-chlorodifluoromethoxybenzoyl fluoride), [OH-].[Na+] (sodium hydroxide). Reagents/catalysts: [Cl-].C(C1=CC=CC=C1)[N+](C)(C)C (benzyltrimethylammonium chloride). Solvent: ClCCCl (1,2-dichloroethane). Yields the product ClC1=CC=CC2=C1C(OC(=N2)C2=C(C(=CC=C2)Cl)OC(F)F)=O (5-chloro-2-(m-chlorodifluoromethoxyphenyl)-4H-3,1-benzoxazin-4-one). Isolated yield 98.9%. As a reaction SMILES: [Cl:1][C:2]1[CH:3]=[CH:4][CH:5]=[C:6]([NH2:11])[C:7]=1[C:8]([OH:10])=[O:9].[Cl:12][C:13]1[C:14]([O:22][CH:23]([F:25])[F:24])=[C:15]([CH:19]=[CH:20][CH:21]=1)[C:16](F)=O.[OH-].[Na+].S(Cl)(Cl)=O>[Cl-].C([N+](C)(C)C)C1C=CC=CC=1.ClCCCl>[Cl:1][C:2]1[C:7]2[C:8](=[O:10])[O:9][C:16]([C:15]3[CH:19]=[CH:20][CH:21]=[C:13]([Cl:12])[C:14]=3[O:22][CH:23]([F:25])[F:24])=[N:11][C:6]=2[CH:5]=[CH:4][CH:3]=1 |f:2.3,5.6|. Reported procedure: When 42.9 g of 6-chloroanthranilic acid, 58.4 g of 3-chlorodifluoromethoxybenzoyl fluoride, 20.8 g of 50% strength sodium hydroxide solution, 0.45 g of benzyltrimethylammonium chloride, 700 g of 1,2-dichloroethane and 32.7 g of thionyl chloride are used as starting materials and the procedure described in Example 1 is employed, 88.6 g (99%) of 5-chloro-2-(m-chlorodifluoromethoxyphenyl)-4H-3,1-benzoxazin-4-one of melting point 112°-114° C. are obtained.